Dataset: the Open Reaction Database (ORD), a public repository of structured organic reaction records. Task: describe an organic reaction: reactants, conditions, products, and yield The reactants are C(C)(C)(C)OC(=O)NC(C1=CC=C(C(=O)OC)C=C1)C1CC1 (Methyl 4-{[(tert-butoxycarbonyl)amino](cyclopropyl)methyl}benzoate), Cl.O1CCOCC1 (hydrogen chloride dioxane). The solvent is CO (methanol). Run at time 2 hour. The product is Cl.NC(C1=CC=C(C(=O)OC)C=C1)C1CC1 (methyl 4-[amino(cyclopropyl)methyl]benzoate hydrochloride). As a reaction SMILES: C(OC([NH:8][CH:9]([CH:20]1[CH2:22][CH2:21]1)[C:10]1[CH:19]=[CH:18][C:13]([C:14]([O:16][CH3:17])=[O:15])=[CH:12][CH:11]=1)=O)(C)(C)C.[ClH:23].O1CCOCC1>CO>[ClH:23].[NH2:8][CH:9]([CH:20]1[CH2:22][CH2:21]1)[C:10]1[CH:11]=[CH:12][C:13]([C:14]([O:16][CH3:17])=[O:15])=[CH:18][CH:19]=1 |f:1.2,4.5|. Reported procedure: Methyl 4-{[(tert-butoxycarbonyl)amino](cyclopropyl)methyl}benzoate (793 mg), methanol (5 mL), and 4 M hydrogen chloride/dioxane (5 mL) were mixed, followed by stirring at room temperature for 2 hours. The solvent was evaporated under reduced pressure, and then to the residue was added ethyl acetate. The precipitated solid was collected by filtration and dried under reduced pressure to obtain methyl 4-[amino(cyclopropyl)methyl]benzoate hydrochloride (561 mg).